The task is: describe an organic reaction: reactants, conditions, products, and yield. This data is from the Open Reaction Database (ORD), a public repository of structured organic reaction records. Reactants: FC1=C(C(=O)O)C=C(C=C1)S(=O)(=O)C (2-fluoro-5-methanesulfonyl-benzoic acid), Cl (hydrochloric acid), C([O-])([O-])=O.[Cs+].[Cs+] (cesium carbonate), C(C)S (ethanethiol). Solvent: CN(C=O)C (N,N-dimethylformamide). Conditions: temperature 90 celsius, time 30 minute. Product: C(C)SC1=C(C(=O)O)C=C(C=C1)S(=O)(=O)C (2-Ethylsulfanyl-5-methanesulfonyl-benzoic acid). Yield: 99.0%. As a reaction SMILES: F[C:2]1[CH:10]=[CH:9][C:8]([S:11]([CH3:14])(=[O:13])=[O:12])=[CH:7][C:3]=1[C:4]([OH:6])=[O:5].C(=O)([O-])[O-].[Cs+].[Cs+].[CH2:21]([SH:23])[CH3:22].Cl>CN(C)C=O>[CH2:21]([S:23][C:2]1[CH:10]=[CH:9][C:8]([S:11]([CH3:14])(=[O:13])=[O:12])=[CH:7][C:3]=1[C:4]([OH:6])=[O:5])[CH3:22] |f:1.2.3|. Procedure details: To a solution of 4.58 mmol 2-fluoro-5-methanesulfonyl-benzoic acid (Example A14(b)) in 6 ml N,N-dimethylformamide were added 13.8 mol cesium carbonate and 9.25 mmol ethanethiol and the mixture was stirred at 90° C. for 30 min. The reaction mixture was then cooled to room temperature and acidified to pH1 by addition of hydrochloric acid before being extracted three times with ethyl acetate. The combined organic phases were dried over sodium sulfate and concentrated in vacuo to afford the title co...